From a dataset of the Open Reaction Database (ORD), a public repository of structured organic reaction records. describe an organic reaction: reactants, conditions, products, and yield Reactants: COc1cc2ncnc(Oc3ccc4c(C(=O)O)cccc4c3)c2cc1OC, COc1ccc(N)c(N)c1. Product: COc1ccc(NC(=O)c2cccc3cc(Oc4ncnc5cc(OC)c(OC)cc45)ccc23)c(N)c1. Reaction SMILES: [CH3:1][O:2][c:3]1[cH:4][c:5]2[c:6]([O:15][c:16]3[cH:17][c:18]4[cH:19][cH:20][cH:21][c:22]([C:26](=[O:27])[OH:28])[c:23]4[cH:24][cH:25]3)[n:7][cH:8][n:9][c:10]2[cH:11][c:12]1[O:13][CH3:14].[CH3:29][O:30][c:31]1[cH:32][c:33]([NH2:38])[c:34]([NH2:37])[cH:35][cH:36]1>>[CH3:1][O:2][c:3]1[cH:4][c:5]2[c:6]([O:15][c:16]3[cH:17][c:18]4[cH:19][cH:20][cH:21][c:22]([C:26](=[O:28])[NH:37][c:34]5[c:33]([NH2:38])[cH:32][c:31]([O:30][CH3:29])[cH:36][cH:35]5)[c:23]4[cH:24][cH:25]3)[n:7][cH:8][n:9][c:10]2[cH:11][c:12]1[O:13][CH3:14].